This data is from the Open Reaction Database (ORD), a public repository of structured organic reaction records. The task is: describe an organic reaction: reactants, conditions, products, and yield Reactants: C(C)(C)(C)OC(=O)NCCCN=C=O (3-t-butoxycarbonylaminopropyl isocyanate), FC=1C(NC(NC1)=O)=O (5-fluorouracil), resultant mixture. The solvent is CN(C(C)=O)C (N,N-dimethylacetamide), C(C)(=O)OCC (ethyl acetate). Reaction conditions: time 3 hour. Product: C(C)(C)(C)OC(=O)NCCCNC(=O)N1C(=O)NC(=O)C(=C1)F (1-[N-(3-t-butoxycarbonylaminopropyl)carbamoyl]-5-fluorouracil). As a reaction SMILES: [C:1]([O:5][C:6]([NH:8][CH2:9][CH2:10][CH2:11][N:12]=[C:13]=[O:14])=[O:7])([CH3:4])([CH3:3])[CH3:2].[F:15][C:16]1[C:17](=[O:23])[NH:18][C:19](=[O:22])[NH:20][CH:21]=1>CN(C)C(=O)C.C(OCC)(=O)C>[C:1]([O:5][C:6]([NH:8][CH2:9][CH2:10][CH2:11][NH:12][C:13]([N:20]1[CH:21]=[C:16]([F:15])[C:17](=[O:23])[NH:18][C:19]1=[O:22])=[O:14])=[O:7])([CH3:4])([CH3:2])[CH3:3]. Procedure: To the above solution of 3-t-butoxycarbonylaminopropyl isocyanate was added a solution of 5-fluorouracil (2.60 g.) in N,N-dimethylacetamide (20 ml.) at 80° C. and stirred for further 3 hours at the same temperature. The resultant mixture was diluted with ethyl acetate (200 ml.), washed with water (each 30 ml., 3 times), dried over magnesium sulfate, treated with activated charcoal, filtered and evaporated in vacuo. The residue was recrystallized from ethyl acetate to give 1-[N-(3-t-butoxycarbony...